Dataset: the Open Reaction Database (ORD), a public repository of structured organic reaction records. Task: describe an organic reaction: reactants, conditions, products, and yield RXN SMILES: [ClH:16].[O:1]=[C:2]1[CH2:3][CH2:4][CH:5]([NH:12][C:13](=[O:14])[CH3:15])[c:6]2[cH:7][cH:8][cH:9][cH:10][c:11]21.[OH2:17]>>[O:1]=[C:2]1[CH2:3][CH2:4][CH:5]([NH2:12])[c:6]2[cH:7][cH:8][cH:9][cH:10][c:11]21. The reactants are Cl, CC(=O)NC1CCC(=O)c2ccccc21, O. The product is NC1CCC(=O)c2ccccc21. The reactants are ferric chloride hexahydrate, COC(/C=C/C1=CC=C(C(=O)OCCCCCCOC(C(C(=O)OCCCCCCOC(C2=CC=C(C=C2)\C=C\C(=O)OC)=O)(CC2=CC=C(C=C2)[N+](=O)[O-])CC2=CC=C(C=C2)[N+](=O)[O-])=O)C=C1)=O (bis[6-({4-[(1E)-3-methoxy-3-oxoprop-1-enyl]benzoyl}oxy)-hexyl]2,2 bis(4-nitrobenzyl)malonate). The reagents and catalysts are [Zn] (Zinc). Run in CN(C=O)C (N,N-dimethylformamide), O (water). Yields the product COC(/C=C/C1=CC=C(C(=O)OCCCCCCOC(C(C(=O)OCCCCCCOC(C2=CC=C(C=C2)\C=C\C(=O)OC)=O)(CC2=CC=C(C=C2)N)CC2=CC=C(C=C2)N)=O)C=C1)=O (bis[6-({4-[(1E)-3-methoxy-3-oxoprop-1-enyl]benzoyl}oxy)hexyl]2,2 bis(4-aminobenzyl)malonate). Isolated yield 64.4%. As a reaction SMILES: [CH3:1][O:2][C:3](=[O:69])/[CH:4]=[CH:5]/[C:6]1[CH:68]=[CH:67][C:9]([C:10]([O:12][CH2:13][CH2:14][CH2:15][CH2:16][CH2:17][CH2:18][O:19][C:20](=[O:66])[C:21]([CH2:56][C:57]2[CH:62]=[CH:61][C:60]([N+:63]([O-])=O)=[CH:59][CH:58]=2)([CH2:46][C:47]2[CH:52]=[CH:51][C:50]([N+:53]([O-])=O)=[CH:49][CH:48]=2)[C:22]([O:24][CH2:25][CH2:26][CH2:27][CH2:28][CH2:29][CH2:30][O:31][C:32](=[O:45])[C:33]2[CH:38]=[CH:37][C:36](/[CH:39]=[CH:40]/[C:41]([O:43][CH3:44])=[O:42])=[CH:35][CH:34]=2)=[O:23])=[O:11])=[CH:8][CH:7]=1>CN(C)C=O.O.[Zn]>[CH3:1][O:2][C:3](=[O:69])/[CH:4]=[CH:5]/[C:6]1[CH:7]=[CH:8][C:9]([C:10]([O:12][CH2:13][CH2:14][CH2:15][CH2:16][CH2:17][CH2:18][O:19][C:20](=[O:66])[C:21]([CH2:56][C:57]2[CH:62]=[CH:61][C:60]([NH2:63])=[CH:59][CH:58]=2)([CH2:46][C:47]2[CH:52]=[CH:51][C:50]([NH2:53])=[CH:49][CH:48]=2)[C:22]([O:24][CH2:25][CH2:26][CH2:27][CH2:28][CH2:29][CH2:30][O:31][C:32](=[O:45])[C:33]2[CH:38]=[CH:37][C:36](/[CH:39]=[CH:40]/[C:41]([O:43][CH3:44])=[O:42])=[CH:35][CH:34]=2)=[O:23])=[O:11])=[CH:67][CH:68]=1. Procedure: 1.30 g (1.36 mmol) bis[6-({4-[(1E)-3-methoxy-3-oxoprop-1-enyl]benzoyl}oxy)-hexyl]2,2 bis(4-nitrobenzyl)malonate were dissolved in a mixture of 25 ml N,N-dimethylformamide and 2.8 ml water. 2.21 g (8.18 mmol) ferric chloride hexahydrate and 0.716 g (10.95 mmol) Zinc powder were added, the temperature rise to 40° C. The mixture was allowed to react for 1 hours. The black reaction mixture was then partitioned between ethyl acetate and water and filtered. The organic phase was washed repeatedly with... Reaction SMILES: [CH3:1][OH:2].[CH3:32][S:33](=[O:34])[CH3:35].[ClH:31].[c:3]1([CH3:30])[cH:4][cH:5][c:6]([N:9]=[C:10]([c:11]2[c:12]([C:13](=[S:14])[OH:15])[cH:16][c:17]([N+:26]([O-:27])=[O:28])[cH:18][c:19]2-[c:20]2[cH:21][cH:22][cH:23][cH:24][cH:25]2)[OH:29])[cH:7][cH:8]1>>[CH3:1][O:2][c:17]1[cH:16][c:12]([C:13](=[S:14])[OH:15])[c:11]([C:10](=[N:9][c:6]2[cH:5][cH:4][c:3]([CH3:30])[cH:8][cH:7]2)[OH:29])[c:19](-[c:20]2[cH:21][cH:22][cH:23][cH:24][cH:25]2)[cH:18]1. Starting materials: CO, CS(C)=O, Cl, Cc1ccc(N=C(O)c2c(C(O)=S)cc([N+](=O)[O-])cc2-c2ccccc2)cc1. Product: COc1cc(C(O)=S)c(C(O)=Nc2ccc(C)cc2)c(-c2ccccc2)c1. The reactants are O1C(CCCC1)ONC(=O)C=1C=NC(=NC1)N1CC2C(C2C1)N(S(=O)(=O)C1=CC2=CC=CC=C2C=C1)C (N-(tetrahydro-2H-pyran-2-yloxy) 2-{6-[methyl(naphthalene-2-sulfonyl)amino]-3-azabicyclo[3.1.0]hex-3-yl}pyrimidine-5-carboxamide), C(=O)(C(F)(F)F)O.C(Cl)Cl.CO (TFA DCM MeOH). Conditions: time 2 hour. Product: ONC(=O)C=1C=NC(=NC1)N1CC2C(C2C1)N(S(=O)(=O)C1=CC2=CC=CC=C2C=C1)C (N-Hydroxy 2-{6-[methyl(naphthalene-2-sulfonyl)-amino]-3-aza-bicyclo[3.1.0]hex-3-yl}pyrimidine-5-carboxamide). Yield: 3.0%. RXN SMILES: O1CCCCC1[O:7][NH:8][C:9]([C:11]1[CH:12]=[N:13][C:14]([N:17]2[CH2:22][CH:21]3[CH:19]([CH:20]3[N:23]([CH3:37])[S:24]([C:27]3[CH:36]=[CH:35][C:34]4[C:29](=[CH:30][CH:31]=[CH:32][CH:33]=4)[CH:28]=3)(=[O:26])=[O:25])[CH2:18]2)=[N:15][CH:16]=1)=[O:10].C(O)(C(F)(F)F)=O.C(Cl)Cl.CO>>[OH:7][NH:8][C:9]([C:11]1[CH:16]=[N:15][C:14]([N:17]2[CH2:22][CH:21]3[CH:19]([CH:20]3[N:23]([CH3:37])[S:24]([C:27]3[CH:36]=[CH:35][C:34]4[C:29](=[CH:30][CH:31]=[CH:32][CH:33]=4)[CH:28]=3)(=[O:26])=[O:25])[CH2:18]2)=[N:13][CH:12]=1)=[O:10] |f:1.2.3|. Procedure details: To N-(tetrahydro-2H-pyran-2-yloxy) 2-{6-[methyl(naphthalene-2-sulfonyl)amino]-3-azabicyclo[3.1.0]hex-3-yl}pyrimidine-5-carboxamide was added TFA/DCM/MeOH (5 ml, 1:1:1 mixture). The solution was stirred at r.t. for 2 h. The mixture was then concentrated under reduced pressure, and purified by reverse phase HPLC to yield the title compound (34 mg, 3% yield over 2 steps). LCMS purity >98%, m/z 440 [M−+H]+, 1H NMR (300 MHz, d6-DMSO) δ: 1.55 (1H, m), 2.25 (2H, m), 2.77 (3H, s), 3.58 (2H, m), 3.78 (2H... The reactants are ClC1=CC=C(C(=N1)C1=CC2=NC(=CC=C2N1C(=O)OC(C)(C)C)OC)O (tert-butyl 2-(6-chloro-3-hydroxypyridin-2-yl)-5-methoxy-1H-pyrrolo[3,2-b]pyridine-1-carboxylate), C(=O)(C(F)(F)F)O (TFA), crude product. The solvent is O (H2O), ClCCl (dichloromethane). Run at time 8 hour. The product is ClC1=CC=C(C(=N1)C1=CC2=NC(=CC=C2N1)OC)O (6-chloro-2-(5-methoxy-1H-pyrrolo[3,2-b]pyridin-2-yl)pyridin-3-ol). Isolated yield 67.3%. RXN SMILES: [Cl:1][C:2]1[N:7]=[C:6]([C:8]2[N:16](C(OC(C)(C)C)=O)[C:15]3[C:10](=[N:11][C:12]([O:24][CH3:25])=[CH:13][CH:14]=3)[CH:9]=2)[C:5]([OH:26])=[CH:4][CH:3]=1.C(O)(C(F)(F)F)=O>ClCCl.O>[Cl:1][C:2]1[N:7]=[C:6]([C:8]2[NH:16][C:15]3[C:10](=[N:11][C:12]([O:24][CH3:25])=[CH:13][CH:14]=3)[CH:9]=2)[C:5]([OH:26])=[CH:4][CH:3]=1. Reported procedure: To a stirred solution of tert-butyl 2-(6-chloro-3-hydroxypyridin-2-yl)-5-methoxy-1H-pyrrolo[3,2-b]pyridine-1-carboxylate (260 mg, 0.69 mmol) in dichloromethane (6.0 mL) was added TFA (118 mg, 1.04 mmol). The mixture was stirred at room temperature for 8 hours. The mixture was diluted with H2O and extract with EtOAc. The organics were washed with brine and dried over Na2SO4. After concentrated, the crude product of 6-chloro-2-(5-methoxy-1H-pyrrolo[3,2-b]pyridin-2-yl)pyridin-3-ol (128 mg, yield: 6... Starting materials: C(C)OC1(C[C@H](N(CC1)[C@@H](C)C1=CC=CC=C1)CN1C(C=2C(C1=O)=CC=CC2)=O)OCC (4,4-Diethoxy-1-(1-(S)-phenyl-ethyl)-2-(S)-phthalimidomethyl-piperidine), C([O-])([O-])=O.[Na+].[Na+] (sodium carbonate). Solvent: FC(C(=O)O)(F)F.O (trifluoroacetic acid water). Run at time 2 hour. Product: O=C1C[C@H](N(CC1)[C@@H](C)C1=CC=CC=C1)CN1C(C=2C(C1=O)=CC=CC2)=O (4-oxo-1-((S)-1-phenyl-ethyl)-2-(S)-phthalimidomethyl-piperidine). The yield is 96.9%. RXN SMILES: C([O:3][C:4]1(OCC)[CH2:9][CH2:8][N:7]([C@H:10]([C:12]2[CH:17]=[CH:16][CH:15]=[CH:14][CH:13]=2)[CH3:11])[C@H:6]([CH2:18][N:19]2[C:23](=[O:24])[C:22]3=[CH:25][CH:26]=[CH:27][CH:28]=[C:21]3[C:20]2=[O:29])[CH2:5]1)C.C(=O)([O-])[O-].[Na+].[Na+]>FC(F)(F)C(O)=O.O>[O:3]=[C:4]1[CH2:9][CH2:8][N:7]([C@H:10]([C:12]2[CH:17]=[CH:16][CH:15]=[CH:14][CH:13]=2)[CH3:11])[C@H:6]([CH2:18][N:19]2[C:23](=[O:24])[C:22]3=[CH:25][CH:26]=[CH:27][CH:28]=[C:21]3[C:20]2=[O:29])[CH2:5]1 |f:1.2.3,4.5|. Procedure: 4,4-Diethoxy-1-(1-(S)-phenyl-ethyl)-2-(S)-phthalimidomethyl-piperidine (4.0 g, 9.2 mmol) was dissolved in a mixture of trifluoroacetic acid/water (9:1) (100 ml) at 0° C. and stirred for 2 hours at this temperature. The mixture was basified with half saturated aqueous sodium carbonate, extracted with ethyl acetate and dried (MgSO4) for 2 hours and filtered. The solvent was removed in vacuo and the residue was left in a vacuum own at 40° C. for two days, which afforded 3.23 g (98%) of 4-oxo-1-((S)...